From a dataset of the Open Reaction Database (ORD), a public repository of structured organic reaction records. describe an organic reaction: reactants, conditions, products, and yield Starting materials: C1(CC1)ON=C(C(=O)N[C@H]1[C@@H]2N(C(=C(CS2)CSC=2SC=NN2)C(=O)O)C1=O)C=1N=C(SC1)NC(C(F)(F)F)=O (7β-[2-cyclopropyloxyimino-2-(2-trifluoroacetamidothiazol-4-yl)acetamido]-3-(1,3,4-thiadiazol-2-yl)thiomethyl-3-cephem-4-carboxylic acid), O.O.O.C(C)(=O)[O-].[Na+] (sodium acetate trihydrate). Solvent: O (water), O1CCCC1 (tetrahydrofuran). Conditions: time 8 hour. Product: NC=1SC=C(N1)C(C(=O)N[C@H]1[C@@H]2N(C(=C(CS2)CSC=2SC=NN2)C(=O)O)C1=O)=NOC1CC1 (7β-[2-(2-aminothiazol-4-yl)-2-(cyclopropyloxyimino)acetamido]-3-(1,3,4-thiadiazol-2-yl)thiomethyl-3-cephem-4-carboxylic acid). Isolated yield 83.5%. RXN SMILES: [CH:1]1([O:4][N:5]=[C:6]([C:29]2[N:30]=[C:31]([NH:34]C(=O)C(F)(F)F)[S:32][CH:33]=2)[C:7]([NH:9][C@@H:10]2[C:27](=[O:28])[N:12]3[C:13]([C:24]([OH:26])=[O:25])=[C:14]([CH2:17][S:18][C:19]4[S:20][CH:21]=[N:22][N:23]=4)[CH2:15][S:16][C@H:11]23)=[O:8])[CH2:3][CH2:2]1.O.O.O.C([O-])(=O)C.[Na+]>O.O1CCCC1>[NH2:34][C:31]1[S:32][CH:33]=[C:29]([C:6](=[N:5][O:4][CH:1]2[CH2:3][CH2:2]2)[C:7]([NH:9][C@@H:10]2[C:27](=[O:28])[N:12]3[C:13]([C:24]([OH:26])=[O:25])=[C:14]([CH2:17][S:18][C:19]4[S:20][CH:21]=[N:22][N:23]=4)[CH2:15][S:16][C@H:11]23)=[O:8])[N:30]=1 |f:1.2.3.4.5|. Procedure: To a suspension of 7β-[2-cyclopropyloxyimino-2-(2-trifluoroacetamidothiazol-4-yl)acetamido]-3-(1,3,4-thiadiazol-2-yl)thiomethyl-3-cephem-4-carboxylic acid (syn isomer) (1.1 g) in a mixture of water (23.5 ml) and tetrahydrofuran (2 ml) was added sodium acetate trihydrate (2.35 g) at ambient temperature. The mixture was stirred at the same temperature overnight to give a clear solution. The solution was washed with ethyl acetate and adjusted to pH 2 with 1N hydrochloric acid. The mixture was extra... Reactants: C1=CC=CC=2C3=CC=CC=C3NC12 (carbazole), IC1=CC=C(C=C1)C (4-iodotoluene), C1COCCOCCOCCOCCOCCO1 (18-crown-6-ether), C([O-])([O-])=O.[K+].[K+] (potassium carbonate), resultant product. The reagents and catalysts are [Cu] (copper). Run in ClC1=C(C=CC=C1)Cl (o-dichlorobenzene). Yields the product C1(=CC=C(C=C1)N1C2=CC=CC=C2C=2C=CC=CC12)C (N-(p-tolyl)carbazole). Yield: 63.1%. RXN SMILES: [CH:1]1[C:13]2[NH:12][C:11]3[C:6](=[CH:7][CH:8]=[CH:9][CH:10]=3)[C:5]=2[CH:4]=[CH:3][CH:2]=1.I[C:15]1[CH:20]=[CH:19][C:18]([CH3:21])=[CH:17][CH:16]=1.C1OCCOCCOCCOCCOCCOC1.C(=O)([O-])[O-].[K+].[K+]>ClC1C=CC=CC=1Cl.[Cu]>[C:18]1([CH3:21])[CH:19]=[CH:20][C:15]([N:12]2[C:11]3[CH:10]=[CH:9][CH:8]=[CH:7][C:6]=3[C:5]3[C:13]2=[CH:1][CH:2]=[CH:3][CH:4]=3)=[CH:16][CH:17]=1 |f:3.4.5|. Procedure: 32.0 g (191 mmol) of carbazole, 50.0 g (229 mmol) of 4-iodotoluene, 2.02 g (31.9 mmol) of copper powder, 16.8 g (53.7 mmol) of 18-crown-6-ether and 29.0 g (210 mmol) of potassium carbonate were placed in a 500 ml four-necked flask with a mechanical stirrer and bulb-shaped cooler. To this was added 300 ml of o-dichlorobenzene as solvent. The resultant product was heated to 180° C. under a nitrogen flow in a silicone oil bath, and subjected to the reaction for 113 hours. After the reaction was com... Reactants: C(C)(C)(C)OC(NC1(CCC1)C1=CC=C(C=C1)C=1C(=CC2=C(OCC(N2)=O)N1)C1=CC=CC=C1)=O (tert-butyl(1-(4-(2-oxo-7-phenyl-2,3-dihydro-1H-pyrido[2,3-b][1,4]oxazin-6-yl)phenyl)cyclobutyl)carbamate), [H-].[Na+] (sodium hydride), [NH4+].[Cl-] (NH4Cl), IC (iodomethane). Solvent: CN(C)C=O (DMF). Reaction conditions: temperature 0 celsius, time 1 hour. Yields the product C(C)(C)(C)OC(NC1(CCC1)C1=CC=C(C=C1)C=1C(=CC2=C(OCC(N2C)=O)N1)C1=CC=CC=C1)=O (tert-butyl(1-(4-(1-methyl-2-oxo-7-phenyl-2,3-dihydro-1H-pyrido[2,3-b][1,4]oxazin-6-yl)phenyl)cyclobutyl)carbamate). The yield is 60.2%. As a reaction SMILES: [C:1]([O:5][C:6](=[O:35])[NH:7][C:8]1([C:12]2[CH:17]=[CH:16][C:15]([C:18]3[C:19]([C:29]4[CH:34]=[CH:33][CH:32]=[CH:31][CH:30]=4)=[CH:20][C:21]4[NH:26][C:25](=[O:27])[CH2:24][O:23][C:22]=4[N:28]=3)=[CH:14][CH:13]=2)[CH2:11][CH2:10][CH2:9]1)([CH3:4])([CH3:3])[CH3:2].[H-].[Na+].I[CH3:39].[NH4+].[Cl-]>CN(C=O)C>[C:1]([O:5][C:6](=[O:35])[NH:7][C:8]1([C:12]2[CH:13]=[CH:14][C:15]([C:18]3[C:19]([C:29]4[CH:30]=[CH:31][CH:32]=[CH:33][CH:34]=4)=[CH:20][C:21]4[N:26]([CH3:39])[C:25](=[O:27])[CH2:24][O:23][C:22]=4[N:28]=3)=[CH:16][CH:17]=2)[CH2:11][CH2:10][CH2:9]1)([CH3:4])([CH3:2])[CH3:3] |f:1.2,4.5|. Procedure details: To a solution of tert-butyl(1-(4-(2-oxo-7-phenyl-2,3-dihydro-1H-pyrido[2,3-b][1,4]oxazin-6-yl)phenyl)cyclobutyl)carbamate (60 mg, 0.13 mmol) in dry DMF (1 mL) was added sodium hydride (6 mg, 0.14 mmol) at 0° C. under nitrogen. After 1 h at 0° C., iodomethane (9 μL, 0.14 mmol) was added and the resulting mixture was stirred for an additional 10 min at 0° C. A saturated solution of NH4Cl was added and the mixture was extracted with dichloromethane (3×) using a phase separator (Isolute® SPE). The c... Reactants: OCC1CCCO1, C1CCOC1, O=[N+]([O-])c1ccc(Cl)c(O)c1, CC(C)OC(=O)N=NC(=O)OC(C)C, c1ccc(P(c2ccccc2)c2ccccc2)cc1. RXN SMILES: [CH2:12]([CH:13]1[CH2:14][CH2:15][CH2:16][O:17]1)[OH:18].[CH2:52]1[O:53][CH2:54][CH2:55][CH2:56]1.[Cl:1][c:2]1[c:3]([OH:11])[cH:4][c:5]([N+:8](=[O:9])[O-:10])[cH:6][cH:7]1.[O:38]=[C:39]([O:40][CH:41]([CH3:42])[CH3:43])[N:44]=[N:45][C:46]([O:47][CH:48]([CH3:49])[CH3:50])=[O:51].[c:19]1([P:20]([c:21]2[cH:22][cH:23][cH:24][cH:25][cH:26]2)[c:27]2[cH:28][cH:29][cH:30][cH:31][cH:32]2)[cH:33][cH:34][cH:35][cH:36][cH:37]1>>[Cl:1][c:2]1[c:3]([O:11][CH2:12][CH:13]2[CH2:14][CH2:15][CH2:16][O:17]2)[cH:4][c:5]([N+:8](=[O:9])[O-:10])[cH:6][cH:7]1. Yields the product O=[N+]([O-])c1ccc(Cl)c(OCC2CCCO2)c1. Starting materials: COc1ccc(-c2ccc3cc(OC)ccc3c2)c([N+](=O)[O-])c1, CO, C1CCOC1. The product is COc1ccc(-c2ccc3cc(OC)ccc3c2)c(N)c1. Reaction SMILES: [CH3:1][O:2][c:3]1[cH:4][c:5]2[cH:6][cH:7][c:8](-[c:13]3[c:14]([N+:21]([O-:22])=[O:23])[cH:15][c:16]([O:19][CH3:20])[cH:17][cH:18]3)[cH:9][c:10]2[cH:11][cH:12]1.[CH3:29][OH:30].[O:24]1[CH2:25][CH2:26][CH2:27][CH2:28]1>>[CH3:1][O:2][c:3]1[cH:4][c:5]2[cH:6][cH:7][c:8](-[c:13]3[c:14]([NH2:21])[cH:15][c:16]([O:19][CH3:20])[cH:17][cH:18]3)[cH:9][c:10]2[cH:11][cH:12]1. Reactants: [Br-], CCC1CO1, CC(c1ccc2c(c1)C(C)(C)CCC2(C)C)[P+](c1ccccc1)(c1ccccc1)c1ccccc1, CO, O=Cc1ccc(F)cc1, O. Product: CC(=Cc1ccc(F)cc1)c1ccc2c(c1)C(C)(C)CCC2(C)C. As a reaction SMILES: [Br-:1].[CH2:49]1[O:50][CH:51]1[CH2:52][CH3:53].[CH3:2][C:3]1([CH3:36])[c:4]2[cH:5][cH:6][c:7]([CH:15]([CH3:16])[P+:17]([c:18]3[cH:19][cH:20][cH:21][cH:22][cH:23]3)([c:24]3[cH:25][cH:26][cH:27][cH:28][cH:29]3)[c:30]3[cH:31][cH:32][cH:33][cH:34][cH:35]3)[cH:8][c:9]2[C:10]([CH3:13])([CH3:14])[CH2:11][CH2:12]1.[CH3:47][OH:48].[F:37][c:38]1[cH:39][cH:40][c:41]([CH:42]=[O:43])[cH:44][cH:45]1.[OH2:46]>>[CH3:2][C:3]1([CH3:36])[c:4]2[cH:5][cH:6][c:7]([C:15]([CH3:16])=[CH:42][c:41]3[cH:40][cH:39][c:38]([F:37])[cH:45][cH:44]3)[cH:8][c:9]2[C:10]([CH3:13])([CH3:14])[CH2:11][CH2:12]1. The reactants are CCOC(=O)CN(CC(=O)OCC)Cc1cc(CCCCCCCN2C(=O)c3ccccc3C2=O)cc(CN(CC(=O)OCC)CC(=O)OCC)n1, CCO, Cl, [Na+], C1COCCO1, [OH-], O=S(Cl)Cl. Product: CCOC(=O)CN(CC(=O)OCC)Cc1cc(CCCCCCCN)cc(CN(CC(=O)OCC)CC(=O)OCC)n1. RXN SMILES: [C:1]1(=[O:2])[N:5]([CH2:6][CH2:7][CH2:8][CH2:9][CH2:10][CH2:11][CH2:12][c:13]2[cH:14][c:15]([CH2:33][N:34]([CH2:35][C:36](=[O:37])[O:38][CH2:39][CH3:40])[CH2:41][C:42](=[O:43])[O:44][CH2:45][CH3:46])[n:16][c:17]([CH2:19][N:20]([CH2:21][C:22](=[O:23])[O:24][CH2:25][CH3:26])[CH2:27][C:28](=[O:29])[O:30][CH2:31][CH3:32])[cH:18]2)[C:3](=[O:4])[c:47]2[cH:48][cH:49][cH:50][cH:51][c:52]21.[CH3:66][CH2:67][OH:68].[ClH:55].[Na+:54].[O:60]1[CH2:61][CH2:62][O:63][CH2:64][CH2:65]1.[OH-:53].[S:56]([Cl:57])([Cl:58])=[O:59]>>[NH2:5][CH2:6][CH2:7][CH2:8][CH2:9][CH2:10][CH2:11][CH2:12][c:13]1[cH:14][c:15]([CH2:33][N:34]([CH2:35][C:36](=[O:37])[O:38][CH2:39][CH3:40])[CH2:41][C:42](=[O:43])[O:44][CH2:45][CH3:46])[n:16][c:17]([CH2:19][N:20]([CH2:21][C:22](=[O:23])[O:24][CH2:25][CH3:26])[CH2:27][C:28](=[O:29])[O:30][CH2:31][CH3:32])[cH:18]1. The reactants are C(=O)[O-].[NH4+] (ammonium formate), NCC(CC1CC2=CC(=CC=C2CC1)F)N([C@H](C)C1=CC=CC=C1)CC1=CC=CC=C1 (N-{2-Amino-1-[(7-fluoro-1,2,3,4-tetrahydro-2-naphthyl)methyl]-ethyl}-N-benzyl-N-[(1R)-1-phenylethyl]amine). The reagents and catalysts are [Pd] (Pd/C). The solvent is CO (CH3OH). Reaction conditions: time 1 hour. Yields the product FC1=CC=C2CCC(CC2=C1)CC(CN)N (3-(7-Fluoro-1,2,3,4-tetrahydro-2-naphthyl)-1,2-propanediamine). As a reaction SMILES: C([O-])=O.[NH4+].[NH2:5][CH2:6][CH:7]([N:20](CC1C=CC=CC=1)[C@@H](C1C=CC=CC=1)C)[CH2:8][CH:9]1[CH2:18][CH2:17][C:16]2[C:11](=[CH:12][C:13]([F:19])=[CH:14][CH:15]=2)[CH2:10]1>CO.[Pd]>[F:19][C:13]1[CH:12]=[C:11]2[C:16]([CH2:17][CH2:18][CH:9]([CH2:8][CH:7]([NH2:20])[CH2:6][NH2:5])[CH2:10]2)=[CH:15][CH:14]=1 |f:0.1|. Procedure details: 0.45 g of ammonium formate is added to a vigorously stirred suspension of 0.35 g (0.84 mmol) of the compound obtained in Step 4 and 0.25 g of Pd/C 10% in 25 ml of CH3OH. After stirring for 1 hour under reflux, the mixture is cooled and filtered; the catalyst is washed with CH3OH and the combined filtrates are concentrated in vacuo to yield the title compound in the form of an oil, which is used without purification in the following reaction.